From a dataset of the Open Reaction Database (ORD), a public repository of structured organic reaction records. describe an organic reaction: reactants, conditions, products, and yield Starting materials: C(C)(C)(C)OC(NC1(CCC1)C1=CC=C(C=C1)C1=C(OC2=CC=C(C=C2C1=O)F)C1=CC=CC=C1)=O ({1-[4-(6-fluoro-4-oxo-2-phenyl-4H-chromen-3-yl)-phenyl]-cyclobutyl}-carbamic acid tert-butyl ester), C(C)N1C=C2C(C=3OC(=C(C(C3C=C2)=O)I)C2=CC=CC=C2)=N1 (2-ethyl-7-iodo-8-phenyl-2H-9-oxa-1,2-diaza-cyclopenta[a]naphthalen-6-one). Yields the product C(C)(C)(C)OC(NC1(CCC1)C1=CC=C(C=C1)C=1C(C=2C=CC=3C(C2OC1C1=CC=CC=C1)=NN(C3)CC)=O)=O ({1-[4-(2-Ethyl-6-oxo-8-phenyl-2,6-dihydro-9-oxa-1,2-diaza-cyclopenta[a]naphthalen-7-yl)-phenyl]-cyclobutyl}-carbamic acid tert-butyl ester). The yield is 89.0%. Reaction SMILES: [C:1]([O:5][C:6](=[O:36])[NH:7][C:8]1([C:12]2[CH:17]=[CH:16][C:15]([C:18]3[C:27](=[O:28])[C:26]4[C:21](=[CH:22][CH:23]=[C:24](F)[CH:25]=4)[O:20][C:19]=3[C:30]3[CH:35]=[CH:34][CH:33]=[CH:32][CH:31]=3)=[CH:14][CH:13]=2)[CH2:11][CH2:10][CH2:9]1)([CH3:4])([CH3:3])[CH3:2].[CH2:37]([N:39]1[N:59]=C2C3OC(C4C=CC=CC=4)=C(I)C(=O)C=3C=C[C:41]2=[CH:40]1)C>>[C:1]([O:5][C:6](=[O:36])[NH:7][C:8]1([C:12]2[CH:17]=[CH:16][C:15]([C:18]3[C:27](=[O:28])[C:26]4[CH:25]=[CH:24][C:23]5[C:22](=[N:59][N:39]([CH2:40][CH3:41])[CH:37]=5)[C:21]=4[O:20][C:19]=3[C:30]3[CH:35]=[CH:34][CH:33]=[CH:32][CH:31]=3)=[CH:14][CH:13]=2)[CH2:11][CH2:10][CH2:9]1)([CH3:4])([CH3:3])[CH3:2]. Procedure: Following the procedure used to prepare {1-[4-(6-fluoro-4-oxo-2-phenyl-4H-chromen-3-yl)-phenyl]-cyclobutyl}-carbamic acid tert-butyl ester, 2-ethyl-7-iodo-8-phenyl-2H-9-oxa-1,2-diaza-cyclopenta[a]naphthalen-6-one was reacted to give the title compound as a colourless gum (43.2 mg, 89%). LCMS (Method H): RT=4.24 min, [M+H]+=536. Reactants: C(CCC)N1C(C(=C(C2=CC=CN=C12)C1=CC(=CC=C1)OCCCOCC1=CC=CC=C1)NC(=O)NC1=C(C=CC=C1C(C)C)C(C)C)=O (N-[1-butyl-4-{3-(3-benzyloxypropoxy)phenyl}-1,2-dihydro-2-oxo-1,8-naphthyridin-3-yl]-N'-(2,6-diisopropylphenyl)urea), C(=O)[O-].[NH4+] (ammonium formate). Reagents/catalysts: [C].[Pd] (palladium-carbon). Run in CO (methanol). Product: C(CCC)N1C(C(=C(C2=CC=CN=C12)C1=CC(=CC=C1)OCCCO)NC(=O)NC1=C(C=CC=C1C(C)C)C(C)C)=O (N-[1-butyl-4-{3-(3-hydroxypropoxy)phenyl}-1,2-dihydro-2-oxo-1,8-naphthyridin-3-yl]-N'-(2,6-diisopropylphenyl)urea). Isolated yield 31.2%. RXN SMILES: [CH2:1]([N:5]1[C:14]2[C:9](=[CH:10][CH:11]=[CH:12][N:13]=2)[C:8]([C:15]2[CH:20]=[CH:19][CH:18]=[C:17]([O:21][CH2:22][CH2:23][CH2:24][O:25]CC3C=CC=CC=3)[CH:16]=2)=[C:7]([NH:33][C:34]([NH:36][C:37]2[C:42]([CH:43]([CH3:45])[CH3:44])=[CH:41][CH:40]=[CH:39][C:38]=2[CH:46]([CH3:48])[CH3:47])=[O:35])[C:6]1=[O:49])[CH2:2][CH2:3][CH3:4].C([O-])=O.[NH4+]>CO.[C].[Pd]>[CH2:1]([N:5]1[C:14]2[C:9](=[CH:10][CH:11]=[CH:12][N:13]=2)[C:8]([C:15]2[CH:20]=[CH:19][CH:18]=[C:17]([O:21][CH2:22][CH2:23][CH2:24][OH:25])[CH:16]=2)=[C:7]([NH:33][C:34]([NH:36][C:37]2[C:38]([CH:46]([CH3:47])[CH3:48])=[CH:39][CH:40]=[CH:41][C:42]=2[CH:43]([CH3:45])[CH3:44])=[O:35])[C:6]1=[O:49])[CH2:2][CH2:3][CH3:4] |f:1.2,4.5|. Reported procedure: To a solution of N-[1-butyl-4-{3-(3-benzyloxypropoxy)phenyl}-1,2-dihydro-2-oxo-1,8-naphthyridin-3-yl]-N'-(2,6-diisopropylphenyl)urea (316 mg, 0.48 mmol) in methanol (20 ml) were added ammonium formate (91 mg, 1.44 mmol) and 10% palladium-carbon (100 mg), and the mixture was refluxed for 10 hours. After allowed to stand for cooling, the mixture was filtered through a cerite pad, and the filtrate was concentrated under reduced pressure. The residue was dissolved in ethyl acetate, and the mixture w... Reactants: N(=NC(=O)OCC)C(=O)OCC (Diethyl azodicarboxylate), O=C1NC2(C(N1)=O)CN(CCC2)C(=O)OC(C)(C)C (tert-butyl 2,4-dioxo-1,3,7-triazaspiro[4.5]decane-7-carboxylate), C1(CCCCC1)O (cyclohexanol), C1(=CC=CC=C1)P(C1=CC=CC=C1)C1=CC=CC=C1 (triphenylphosphine), O1CCCC1 (tetrahydrofuran). Reaction conditions: time 8 hour. The product is C1(CCCCC1)N1C(NC2(C1=O)CN(CCC2)C(=O)OC(C)(C)C)=O (tert-butyl 3-cyclohexyl-2,4-dioxo-1,3,7-triazaspiro[4.5]decane-7-carboxylate). RXN SMILES: N(C(OCC)=O)=NC(OCC)=O.[O:13]=[C:14]1[NH:18][C:17](=[O:19])[C:16]2([CH2:24][CH2:23][CH2:22][N:21]([C:25]([O:27][C:28]([CH3:31])([CH3:30])[CH3:29])=[O:26])[CH2:20]2)[NH:15]1.[CH:32]1(O)[CH2:37][CH2:36][CH2:35][CH2:34][CH2:33]1.C1(P(C2C=CC=CC=2)C2C=CC=CC=2)C=CC=CC=1.O1CCCC1>>[CH:32]1([N:18]2[C:17](=[O:19])[C:16]3([CH2:24][CH2:23][CH2:22][N:21]([C:25]([O:27][C:28]([CH3:31])([CH3:30])[CH3:29])=[O:26])[CH2:20]3)[NH:15][C:14]2=[O:13])[CH2:37][CH2:36][CH2:35][CH2:34][CH2:33]1. Reported procedure: Diethyl azodicarboxylate (0.315 mL, 0.00200 mol) was added to a mixture of tert-butyl 2,4-dioxo-1,3,7-triazaspiro[4.5]decane-7-carboxylate (269.3 mg, 0.001000 mol), cyclohexanol (0.156 mL, 0.00150 mol), and triphenylphosphine (524 mg, 0.00200 mol) in tetrahydrofuran (6 mL, 0.08 mol). The reaction mixture was stirred at room temperature overnight. The mixture was concentrated and the residue was purified by Combiflash with ethyl acetate/hexane. LC-MS: 296.2 (M−Bu+2H)+. Conditions: temperature 20 celsius, time 5 minute. Run in C1(=CC=CC=C1)C (Toluene), C(C)#N (acetonitrile). Yields the product ClC1=CC=C(C=C1)C1=C(CCC(C1)(C)C)C=O (2-(4-chlorophenyl)-4,4-dimethylcyclohex-1-enecarbaldehyde). Isolated yield 86.6%. Procedure: To a 250 mL pressure bottle were charged 2-chloro-4,4-dimethylcyclohex-1-enecarbaldehyde (10.00 g), tetrabutylammonium bromide (18.67 g), and acetonitrile (10 mL). The mixture was stirred at 20° C. for 5 min. 21.0 wt % K2CO3 aq. solution (76.0 g) was added. The mixture was stirred at room temperature (rt) for NLT 5 min. followed by addition of 4-chlorophenylboronic acid (9.53 g) all at once. The mixture was evacuated and purged with N2 for three times. Palladium acetate (66 mg, 0.5 mol %) was ad... Reaction SMILES: Cl[C:2]1[CH2:7][C:6]([CH3:9])([CH3:8])[CH2:5][CH2:4][C:3]=1[CH:10]=[O:11].C([O-])([O-])=O.[K+].[K+].[Cl:18][C:19]1[CH:24]=[CH:23][C:22](B(O)O)=[CH:21][CH:20]=1.C([O-])(O)=O.[Na+]>[Br-].C([N+](CCCC)(CCCC)CCCC)CCC.C1(C)C=CC=CC=1.C(#N)C>[Cl:18][C:19]1[CH:24]=[CH:23][C:22]([C:2]2[CH2:7][C:6]([CH3:9])([CH3:8])[CH2:5][CH2:4][C:3]=2[CH:10]=[O:11])=[CH:21][CH:20]=1 |f:1.2.3,5.6,7.8|. The reagents and catalysts are [Br-].C(CCC)[N+](CCCC)(CCCC)CCCC (tetrabutylammonium bromide). The reactants are C(=O)(O)[O-].[Na+] (NaHCO3), ClC1=C(CCC(C1)(C)C)C=O (2-chloro-4,4-dimethylcyclohex-1-enecarbaldehyde), C(=O)([O-])[O-].[K+].[K+] (K2CO3), ClC1=CC=C(C=C1)B(O)O (4-chlorophenylboronic acid). The reactants are [N+](=O)([O-])C=1C=CC=C2C(C=CC(C12)=NO)=O (8-nitro-1,4-naphthoquinone-1-oxime), [N+](=O)([O-])C1=C2C(=CC=C(C2=CC=C1)O)N (5-nitro-4-amino-1-naphthol), [N+](=O)([O-])C1=C2C(C=CC(C2=CC=C1)=NO)=O (5-nitro-1,4-naphthoquinone-1-oxime), hydrogen halide. The reagents and catalysts are [Fe+2] (iron (II)). Product: [N+](=O)([O-])C1=C2C(C=CC(C2=CC=C1)=O)=O (5-nitro-1,4-naphthoquinone). As a reaction SMILES: [N+:1]([C:4]1[CH:5]=[CH:6][CH:7]=[C:8]2[C:13]=1[C:12](=NO)[CH:11]=[CH:10][C:9]2=[O:16])([O-:3])=[O:2].[N+](C1C=CC=C2C=1C(=O)C=CC2=NO)([O-])=[O:18].[N+](C1C=CC=C2C=1C(N)=CC=C2O)([O-])=O>[Fe+2]>[N+:1]([C:4]1[CH:5]=[CH:6][CH:7]=[C:8]2[C:13]=1[C:12](=[O:18])[CH:11]=[CH:10][C:9]2=[O:16])([O-:3])=[O:2]. Reported procedure: 5-Nitro-1,4-naphthoquinone is prepared by reducing 8-nitro-1,4-naphthoquinone-1-oxime and/or 5-nitro-1,4-naphthoquinone-1-oxime in an aqueous and/or organic reaction medium in the presence of iron (II) ions and a hydrogen halide at a temperature in the range of from -20° to 100°C, and thereafter oxidizing the 8- and and/or 5-nitro-4-amino-1-naphthol formed, or the corresponding salt, optionally without intermediate isolation, at a temperature in the range of from -10° to 100°C to form the desire... Reactants: C(CCCC)NC=1C=C(C(=O)OCCCCC)C=C(C1OC1=CC=CC=C1)S(N)(=O)=O (n-pentyl 3-n-pentylamino-4-phenoxy-5-sulphamyl-benzoate), Cl (hydrochloric acid). The solvent is [OH-].[Na+] (sodium hydroxide). Yields the product C(CCCC)NC=1C=C(C(=O)O)C=C(C1OC1=CC=CC=C1)S(N)(=O)=O (3-n-pentylamino-4-phenoxy-5-sulphamyl-benzoic acid). RXN SMILES: [CH2:1]([NH:6][C:7]1[CH:8]=[C:9]([CH:18]=[C:19]([S:28](=[O:31])(=[O:30])[NH2:29])[C:20]=1[O:21][C:22]1[CH:27]=[CH:26][CH:25]=[CH:24][CH:23]=1)[C:10]([O:12]CCCCC)=[O:11])[CH2:2][CH2:3][CH2:4][CH3:5].Cl>[OH-].[Na+]>[CH2:1]([NH:6][C:7]1[CH:8]=[C:9]([CH:18]=[C:19]([S:28](=[O:31])(=[O:30])[NH2:29])[C:20]=1[O:21][C:22]1[CH:27]=[CH:26][CH:25]=[CH:24][CH:23]=1)[C:10]([OH:12])=[O:11])[CH2:2][CH2:3][CH2:4][CH3:5] |f:2.3|. Procedure details: A mixture of n-pentyl 3-n-pentylamino-4-phenoxy-5-sulphamyl-benzoate (4.5 g) and 1N sodium hydroxide (70 ml) was heated on a steam bath for 1 hour. After cooling, the reaction mixture was adjusted to a pH of 2.5 by addition of 4N hydrochloric acid. The precipitated 3-n-pentylamino-4-phenoxy-5-sulphamyl-benzoic acid was isolated by filtration and recrystallized from aqueous ethanol. After drying in vacuo, the compound was obtained with a melting point of 223°-224°C. Reactants: C(C1=CC=CC=C1)OC(=O)N(CC)CC1=C(C=CC(=C1)S(=O)(=O)C)OS(=O)(=O)C(F)(F)F (Trifluoro-methanesulfonic acid 2-[(benzyloxycarbonyl-ethyl-amino)-methyl]-4-methanesulfonyl-phenyl ester), C(C)OC(CC1=CC(=C(C=C1)OC)B1OC(C(O1)(C)C)(C)C)=O ([4-methoxy-3-(4,4,5,5-tetramethyl-[1,3,2]dioxaborolan-2-yl)-phenyl]-acetic acid ethyl ester), C([O-])([O-])=O.[Cs+].[Cs+] (cesium carbonate). The reagents and catalysts are Cl[Pd]Cl.C1(=CC=CC=C1)P([C-]1C=CC=C1)C1=CC=CC=C1.[C-]1(C=CC=C1)P(C1=CC=CC=C1)C1=CC=CC=C1.[Fe+2] ((1,1′-Bis(diphenylphosphino)ferrocene)-dichloropalladium(II)). Solvent: CN(C)C=O (DMF). Run at temperature 45 celsius, time 20 minute. Product: C(C)OC(CC=1C=C(C(=CC1)OC)C1=C(C=C(C=C1)S(=O)(=O)C)CN(CC)C(=O)OCC1=CC=CC=C1)=O ({2′-[(Benzyloxycarbonyl-ethyl-amino)-methyl]-4′-methanesulfonyl-6-methoxy-biphenyl-3-yl}-acetic acid ethyl ester). RXN SMILES: [CH2:1]([O:8][C:9]([N:11]([CH2:14][C:15]1[CH:20]=[C:19]([S:21]([CH3:24])(=[O:23])=[O:22])[CH:18]=[CH:17][C:16]=1OS(C(F)(F)F)(=O)=O)[CH2:12][CH3:13])=[O:10])[C:2]1[CH:7]=[CH:6][CH:5]=[CH:4][CH:3]=1.[CH2:33]([O:35][C:36](=[O:55])[CH2:37][C:38]1[CH:43]=[CH:42][C:41]([O:44][CH3:45])=[C:40](B2OC(C)(C)C(C)(C)O2)[CH:39]=1)[CH3:34].C(=O)([O-])[O-].[Cs+].[Cs+]>CN(C=O)C.Cl[Pd]Cl.C1(P(C2C=CC=CC=2)[C-]2C=CC=C2)C=CC=CC=1.[C-]1(P(C2C=CC=CC=2)C2C=CC=CC=2)C=CC=C1.[Fe+2]>[CH2:33]([O:35][C:36](=[O:55])[CH2:37][C:38]1[CH:39]=[C:40]([C:16]2[CH:17]=[CH:18][C:19]([S:21]([CH3:24])(=[O:23])=[O:22])=[CH:20][C:15]=2[CH2:14][N:11]([C:9]([O:8][CH2:1][C:2]2[CH:7]=[CH:6][CH:5]=[CH:4][CH:3]=2)=[O:10])[CH2:12][CH3:13])[C:41]([O:44][CH3:45])=[CH:42][CH:43]=1)[CH3:34] |f:2.3.4,6.7.8.9|. Reported procedure: Trifluoro-methanesulfonic acid 2-[(benzyloxycarbonyl-ethyl-amino)-methyl]-4-methanesulfonyl-phenyl ester (1.3 g, 2.62 mmol), [4-methoxy-3-(4,4,5,5-tetramethyl-[1,3,2]dioxaborolan-2-yl)-phenyl]-acetic acid ethyl ester (1.26 g, 3.93 mmol), and cesium carbonate (2.55 g, 7.85 mmol) were combined in DMF. (1,1′-Bis(diphenylphosphino)ferrocene)-dichloropalladium(II) (0.213 g, 0.26 mmol) was added, and the reaction was immediately immersed in an oil bath pre-heated to 45° C. The reaction was stirred at ... The reactants are COc1cc(C#N)ccc1F, [Li+], [Li+], O=C([O-])[O-], CC1NCCC1C(C)(C)O. Yields the product COc1cc(C#N)ccc1N1CCC(C(C)(C)O)C1C. RXN SMILES: [F:1][c:2]1[c:3]([O:10][CH3:11])[cH:4][c:5]([C:6]#[N:7])[cH:8][cH:9]1.[Li+:22].[Li+:23].[O-:24][C:25](=[O:26])[O-:27].[OH:12][C:13]([CH3:14])([CH3:15])[CH:16]1[CH:17]([CH3:21])[NH:18][CH2:19][CH2:20]1>>[c:2]1([N:18]2[CH:17]([CH3:21])[CH:16]([C:13]([OH:12])([CH3:14])[CH3:15])[CH2:20][CH2:19]2)[c:3]([O:10][CH3:11])[cH:4][c:5]([C:6]#[N:7])[cH:8][cH:9]1. Starting materials: C1(CC1)NC(NC1=CC(=C(OC2=C3C(=NC=C2)C=C(S3)C3=CC=C(C=N3)CN3C([C@H](CC3)NC(OC(C)(C)C)=O)=O)C=C1)F)=O ((S)-tert-butyl 1-((6-(7-(4-(3-cyclopropylureido)-2-fluorophenoxy)thieno[3,2-b]-pyridin-2-yl)pyridin-3-yl)methyl)-2-oxopyrrolidin-3-ylcarbamate), O (water), C(=O)(C(F)(F)F)O (TFA). Solvent: C(Cl)Cl (DCM). Run at time 6 hour. Product: N[C@@H]1C(N(CC1)CC=1C=CC(=NC1)C1=CC2=NC=CC(=C2S1)OC1=C(C=C(C=C1)NC(=O)NC1CC1)F)=O ((S)-1-(4-(2-(5-((3-amino-2-oxopyrrolidin-1-yl)methyl)pyridin-2-yl)thieno[3,2-b]pyridin-7-yloxy)-3-fluorophenyl)-3-cyclopropylurea). Yield: 73.7%. Reaction SMILES: [CH:1]1([NH:4][C:5](=[O:45])[NH:6][C:7]2[CH:43]=[CH:42][C:10]([O:11][C:12]3[CH:17]=[CH:16][N:15]=[C:14]4[CH:18]=[C:19]([C:21]5[N:26]=[CH:25][C:24]([CH2:27][N:28]6[CH2:32][CH2:31][C@H:30]([NH:33]C(=O)OC(C)(C)C)[C:29]6=[O:41])=[CH:23][CH:22]=5)[S:20][C:13]=34)=[C:9]([F:44])[CH:8]=2)[CH2:3][CH2:2]1.O.C(O)(C(F)(F)F)=O>C(Cl)Cl>[NH2:33][C@H:30]1[CH2:31][CH2:32][N:28]([CH2:27][C:24]2[CH:23]=[CH:22][C:21]([C:19]3[S:20][C:13]4[C:14](=[N:15][CH:16]=[CH:17][C:12]=4[O:11][C:10]4[CH:42]=[CH:43][C:7]([NH:6][C:5]([NH:4][CH:1]5[CH2:3][CH2:2]5)=[O:45])=[CH:8][C:9]=4[F:44])[CH:18]=3)=[N:26][CH:25]=2)[C:29]1=[O:41]. Procedure details: To a solution of 107 (120 mg, 0.19 mmol) in DCM (20 mL) was added water (0.5 mL) and TFA (4 mL, 51.9 mmol). The reaction mixture was stirred at RT for 6 h, concentrated, diluted with ethyl acetate, and washed with 1N NaOH. The organic phase was collected and the aqueous phase was re-extracted with ethyl acetate. The combined organic layers (a lot of unsoluble material stayed on the walls of the separatory funnel which was dissolved in MeOH and combined with the organic layers) were concentrated....